Dataset: the Open Reaction Database (ORD), a public repository of structured organic reaction records. Task: describe an organic reaction: reactants, conditions, products, and yield Procedure details: N-Chlorosuccinimide (47.7 mg) was added to a solution of N-[3-(7-fluoro-2,3-dihydro-benzofuran-4-yl)-propyl]-acetamide (77 mg) in glacial acetic acid (5 ml) at room temperature under nitrogen and the mixture stirred for 72 h. The solution was evaporated and the residue partitioned between sodium carbonate (2N; 10 ml) and ethyl acetate (10 ml). The combined organic extracts were washed with brine (10 ml) and dried (MgSO4). The solvent was evaporated and the residue purified by column chromatograp... Conditions: time 72 hour. The solvent is C(C)(=O)O (acetic acid). The product is ClC=1C=C(C2=C(CCO2)C1CCCNC(C)=O)F (N-[3-(5-Chloro-7-fluoro-2,3-dihydro-benzofuran-4-yl)-propyl]-acetamide). RXN SMILES: [Cl:1]N1C(=O)CCC1=O.[F:9][C:10]1[C:18]2[O:17][CH2:16][CH2:15][C:14]=2[C:13]([CH2:19][CH2:20][CH2:21][NH:22][C:23](=[O:25])[CH3:24])=[CH:12][CH:11]=1>C(O)(=O)C>[Cl:1][C:12]1[CH:11]=[C:10]([F:9])[C:18]2[O:17][CH2:16][CH2:15][C:14]=2[C:13]=1[CH2:19][CH2:20][CH2:21][NH:22][C:23](=[O:25])[CH3:24]. Reactants: ClN1C(CCC1=O)=O (N-Chlorosuccinimide), FC1=CC=C(C=2CCOC21)CCCNC(C)=O (N-[3-(7-fluoro-2,3-dihydro-benzofuran-4-yl)-propyl]-acetamide). Reactants: SCc1ccccc1, Clc1nc2c(N3CCOCC3)nc(N3CCNCC3)nc2nc1N1CCOCC1, [Na], C1COCCO1. Product: c1ccc(CSc2nc3c(N4CCOCC4)nc(N4CCNCC4)nc3nc2N2CCOCC2)cc1. RXN SMILES: [CH2:2]([c:3]1[cH:4][cH:5][cH:6][cH:7][cH:8]1)[SH:9].[Cl:10][c:11]1[n:12][c:13]2[c:14]([N:33]3[CH2:34][CH2:35][O:36][CH2:37][CH2:38]3)[n:15][c:16]([N:27]3[CH2:28][CH2:29][NH:30][CH2:31][CH2:32]3)[n:17][c:18]2[n:19][c:20]1[N:21]1[CH2:22][CH2:23][O:24][CH2:25][CH2:26]1.[Na:1].[O:39]1[CH2:40][CH2:41][O:42][CH2:43][CH2:44]1>>[CH2:2]([c:3]1[cH:4][cH:5][cH:6][cH:7][cH:8]1)[S:9][c:11]1[n:12][c:13]2[c:14]([N:33]3[CH2:34][CH2:35][O:36][CH2:37][CH2:38]3)[n:15][c:16]([N:27]3[CH2:28][CH2:29][NH:30][CH2:31][CH2:32]3)[n:17][c:18]2[n:19][c:20]1[N:21]1[CH2:22][CH2:23][O:24][CH2:25][CH2:26]1. Reactants: CO, O=[N+]([O-])c1cccc(-n2cnnn2)c1. The product is Nc1cccc(-n2cnnn2)c1. Reaction SMILES: [CH3:15][OH:16].[N+:1]([O-:2])(=[O:3])[c:4]1[cH:5][c:6](-[n:10]2[n:11][n:12][n:13][cH:14]2)[cH:7][cH:8][cH:9]1>>[NH2:1][c:4]1[cH:5][c:6](-[n:10]2[n:11][n:12][n:13][cH:14]2)[cH:7][cH:8][cH:9]1. Starting materials: CC(=O)N1CCC2(CC1)NC(Cc1ccccc1)C(=O)N2Cc1ccccc1, C[Si](C)(C)Cl, CCC(C)=O, O. Product: CC(=O)N1CCC2(CC1)NC(Cc1ccccc1)C(=O)N2Cc1ccccc1, Cl. Reaction SMILES: [C:1]([CH3:2])(=[O:3])[N:4]1[CH2:5][CH2:6][C:7]2([NH:8][CH:9]([CH2:20][c:21]3[cH:22][cH:23][cH:24][cH:25][cH:26]3)[C:10](=[O:19])[N:11]2[CH2:12][c:13]2[cH:14][cH:15][cH:16][cH:17][cH:18]2)[CH2:27][CH2:28]1.[CH3:30][Si:31]([CH3:32])([CH3:33])[Cl:34].[CH3:35][C:36]([CH2:37][CH3:38])=[O:39].[OH2:29]>>[C:1]([CH3:2])(=[O:3])[N:4]1[CH2:5][CH2:6][C:7]2([NH:8][CH:9]([CH2:20][c:21]3[cH:22][cH:23][cH:24][cH:25][cH:26]3)[C:10](=[O:19])[N:11]2[CH2:12][c:13]2[cH:14][cH:15][cH:16][cH:17][cH:18]2)[CH2:27][CH2:28]1.[ClH:34]. Starting materials: OCC(CO)CO (2-(hydroxymethyl)-1,3-propanediol), C(C)(=O)OC(C)=O (acetic anhydride). Run in N1=CC=CC=C1 (pyridine). Conditions: time 16 hour. The product is C(C)(=O)OCC(CO)CO (2-acetoxymethyl-1,3-propanediol). The yield is 36.6%. Reaction SMILES: [OH:1][CH2:2][CH:3]([CH2:6][OH:7])[CH2:4][OH:5].[C:8](OC(=O)C)(=[O:10])[CH3:9]>N1C=CC=CC=1>[C:8]([O:1][CH2:2][CH:3]([CH2:6][OH:7])[CH2:4][OH:5])(=[O:10])[CH3:9]. Reported procedure: To a solution of 2-(hydroxymethyl)-1,3-propanediol (1 g, 9.4 mmol) in pyridine (7.5 mL) at 0° C. was added acetic anhydride (0.89 mL, 9.4 mmol) slowly. The resulting solution was warmed to room temperature and stirred for 16 h. The reaction was concentrated under reduced pressure and chromatographed by eluting with methanol-dichloromethane (1:9) to give 510 mg of pure 2-acetoxymethyl-1,3-propanediol. The reactants are Brc1cn[nH]c1, C1CCOC1, CCOC(=O)N=NC(=O)OCC, OCCCl, c1ccc(P(c2ccccc2)c2ccccc2)cc1. The product is ClCCn1cc(Br)cn1. Reaction SMILES: [Br:1][c:2]1[cH:3][n:4][nH:5][cH:6]1.[CH2:42]1[O:43][CH2:44][CH2:45][CH2:46]1.[O:30]=[C:31]([O:32][CH2:33][CH3:34])[N:35]=[N:36][C:37]([O:38][CH2:39][CH3:40])=[O:41].[OH:7][CH2:8][CH2:9][Cl:10].[c:11]1([P:12]([c:13]2[cH:14][cH:15][cH:16][cH:17][cH:18]2)[c:19]2[cH:20][cH:21][cH:22][cH:23][cH:24]2)[cH:25][cH:26][cH:27][cH:28][cH:29]1>>[Br:1][c:2]1[cH:3][n:4][n:5]([CH2:8][CH2:9][Cl:10])[cH:6]1. Reactants: O=C([O-])[O-], CCI, CC#N, O=C(C1CC1)N1CCC23COCCC2C1Cc1ccc(O)cc13, [K+], [K+]. The product is CCOc1ccc2c(c1)C13CCN(C(=O)C4CC4)C(C2)C1CCOC3. Reaction SMILES: [C:27](=[O:28])([O-:29])[O-:30].[CH2:24]([CH3:25])[I:26].[CH3:33][C:34]#[N:35].[CH:1]1([C:4](=[O:5])[N:6]2[CH:7]3[CH:8]4[CH2:9][CH2:10][O:11][CH2:12][C:13]4([c:14]4[cH:15][c:16]([OH:21])[cH:17][cH:18][c:19]4[CH2:20]3)[CH2:22][CH2:23]2)[CH2:2][CH2:3]1.[K+:31].[K+:32]>>[CH:1]1([C:4](=[O:5])[N:6]2[CH:7]3[CH:8]4[CH2:9][CH2:10][O:11][CH2:12][C:13]4([c:14]4[cH:15][c:16]([O:21][CH2:24][CH3:25])[cH:17][cH:18][c:19]4[CH2:20]3)[CH2:22][CH2:23]2)[CH2:2][CH2:3]1. Reactants: CC=1C=C2CCN=CC2=CC1C (6,7-dimethyl-3,4-dihydroisoquinoline), ClC1=C(CCl)C=CC=C1 (2-chlorobenzyl chloride). The solvent is O1CCOCC1 (dioxan). Product: [Cl-].ClC1=C(C[N+]2=CC3=CC(=C(C=C3CC2)C)C)C=CC=C1 (2-(2-Chlorobenzyl)-6,7-dimethyl-3,4-dihydroisoquinolinium chloride). Reaction SMILES: [CH3:1][C:2]1[CH:3]=[C:4]2[C:9](=[CH:10][C:11]=1[CH3:12])[CH:8]=[N:7][CH2:6][CH2:5]2.[Cl:13][C:14]1[CH:21]=[CH:20][CH:19]=[CH:18][C:15]=1[CH2:16]Cl>O1CCOCC1>[Cl-:13].[Cl:13][C:14]1[CH:21]=[CH:20][CH:19]=[CH:18][C:15]=1[CH2:16][N+:7]1[CH2:6][CH2:5][C:4]2[C:9](=[CH:10][C:11]([CH3:12])=[C:2]([CH3:1])[CH:3]=2)[CH:8]=1 |f:3.4|. Procedure details: The title compound is prepared analogously to Example A from 6,7-dimethyl-3,4-dihydroisoquinoline and 2-chlorobenzyl chloride in dioxan. Melting point: 127°-129° C. Starting materials: [N+](=O)([O-])C1=C(C=C(C=C1)CC)O (2-nitro-5-ethylphenol). Reagents/catalysts: [Pd] (Pd/C). The solvent is CO (methanol). Yields the product NC1=C(C=C(C=C1)CC)O (2-amino-5-ethylphenol). The yield is 85.4%. As a reaction SMILES: [N+:1]([C:4]1[CH:9]=[CH:8][C:7]([CH2:10][CH3:11])=[CH:6][C:5]=1[OH:12])([O-])=O>CO.[Pd]>[NH2:1][C:4]1[CH:9]=[CH:8][C:7]([CH2:10][CH3:11])=[CH:6][C:5]=1[OH:12]. Reported procedure: To a solution of 2-nitro-5-ethylphenol(1 g, 6.4 mmol) in methanol(250 mL) was added 10% Pd/C (100 mg). The mixture was flushed with argon, then hydrogen was bubbled through the solution for 10 min. and a hydrogen atmosphere was maintained at balloon pressure overnight. The mixture was filtered through celite and the celite was washed with methanol. The solvent was evaporated and chromatography of the resulting solid on silica gel (5% MeOH/CH2Cl2) gave the desired product(750 mg, 91%). 1H NMR (CD... Starting materials: ClC1=CC=CC=2CCN(CCC21)C#N (6-chloro-3-cyano-2,3,4,5-tetrahydro-1H-3-benzazepine), Cl (hydrochloric acid). The solvent is C(C)(=O)O (acetic acid). Product: ClC1=CC=CC=2CCNCCC21 (6-chloro-2,3,4,5-tetrahydro-1H-3-benzazepine), hydrochloride salt. As a reaction SMILES: [Cl:1][C:2]1[C:12]2[CH2:11][CH2:10][N:9](C#N)[CH2:8][CH2:7][C:6]=2[CH:5]=[CH:4][CH:3]=1.Cl>C(O)(=O)C>[Cl:1][C:2]1[C:12]2[CH2:11][CH2:10][NH:9][CH2:8][CH2:7][C:6]=2[CH:5]=[CH:4][CH:3]=1. Reported procedure: The 6-chloro-3-cyano-2,3,4,5-tetrahydro-1H-3-benzazepine was refluxed for 19 hours in a mixture of 30 ml. of glacial acetic acid and 30 ml. of 6N hydrochloric acid. The mixture was concentrated in vacuo to yield 6-chloro-2,3,4,5-tetrahydro-1H-3-benzazepine as the hydrochloride salt of m.p. 214°-215° from ethanol. This salt in turn gave the base 6-chloro-2,3,4,5-tetrahydro-1H-3-benzazepine on treatment with dilute sodium hydroxide solution.